This data is from the Open Reaction Database (ORD), a public repository of structured organic reaction records. The task is: describe an organic reaction: reactants, conditions, products, and yield Reactants: C(C)(=O)Cl (acetyl chloride), OCCCCCCCCCCCC(=O)O (12-hydroxy-dodecanoic acid). Run in C(C)O (ethanol). Conditions: time 24 hour. Yields the product OCCCCCCCCCCCC(=O)OCC (ethyl 12-hydroxydodecanoate). The yield is 833.6%. RXN SMILES: [OH:1][CH2:2][CH2:3][CH2:4][CH2:5][CH2:6][CH2:7][CH2:8][CH2:9][CH2:10][CH2:11][CH2:12][C:13]([OH:15])=[O:14].[C:16](Cl)(=O)[CH3:17]>C(O)C>[OH:1][CH2:2][CH2:3][CH2:4][CH2:5][CH2:6][CH2:7][CH2:8][CH2:9][CH2:10][CH2:11][CH2:12][C:13]([O:15][CH2:16][CH3:17])=[O:14]. Procedure: In a 100 mL two-neck flask with a reflux condenser and magnetic anchor, under a static flux of nitrogen, 12-hydroxy-dodecanoic acid (5.0 g, 23.2 mmol) is weighed, ethanol (20 mL) and acetyl chloride (1.62 mmol, 0.09 ml, 0.1 eq.) are added. The mixture is left stirring in reflux conditions for 24 hours. It is concentrated in the Rotavapor and in the high vacuum pump and the product is purified with column chromatography on silica gel with eluant mixture petroleum ether/ethyl acetate 5/4. 3.30 g o... RXN SMILES: [CH2:1]([CH3:2])[O:3][C:4](=[O:5])[c:6]1[c:7]([C:12]2=[N:16][C:15](=[O:17])[C:14]([CH3:18])([CH:19]([CH3:20])[CH3:21])[NH:13]2)[cH:8][cH:9][cH:10][cH:11]1.[Cl:22][C:23](=[O:24])[O:25][CH3:26].[cH:27]1[cH:28][cH:29][n:30][cH:31][cH:32]1>>[CH2:1]([CH3:2])[O:3][C:4](=[O:5])[c:6]1[c:7]([C:12]2=[N:16][C:15](=[O:17])[C:14]([CH3:18])([CH:19]([CH3:20])[CH3:21])[N:13]2[C:23](=[O:24])[O:25][CH3:26])[cH:8][cH:9][cH:10][cH:11]1. The product is CCOC(=O)c1ccccc1C1=NC(=O)C(C)(C(C)C)N1C(=O)OC. Starting materials: CCOC(=O)c1ccccc1C1=NC(=O)C(C)(C(C)C)N1, COC(=O)Cl, c1ccncc1.